The task is: describe an organic reaction: reactants, conditions, products, and yield. This data is from the Open Reaction Database (ORD), a public repository of structured organic reaction records. The reactants are C(C)(C)(C)OC(NC=1N(C(C([C@@](N1)(C)C1=C(C=CC(=C1)Br)F)(C)C)=O)C)=O ([(S)-4-(5-bromo-2-fluoro-phenyl)-1,4,5,5-tetramethyl-6-oxo-1,4,5,6-tetrahydro-pyrimidin-2-yl]-carbamic acid tert-butyl ester), C(C)(C)(C)OC(NC=1N(C(C([C@@](N1)(C)C1=C(C=CC(=C1)Br)F)(C)C)=O)C)=O ([(S)-4-(5-bromo-2-fluoro-phenyl)-1,4,5,5-tetramethyl-6-oxo-1,4,5,6-tetrahydro-pyrimidin-2-yl]-carbamic acid tert-butyl ester), FC1=CC(=C(C=C1)N)OC (4-fluoro-2-methoxyphenylamine). The product is NC1=N[C@](C(C(N1C)=O)(C)C)(C)C1=C(C=CC(=C1)NC1=C(C=C(C=C1)F)OC)F ((S)-2-Amino-6-(2-fluoro-5-(4-fluoro-2-methoxyphenylamino)phenyl)-3,5,5,6-tetramethyl-5,6-dihydropyrimidin-4(3H)-one). RXN SMILES: C(OC(=O)[NH:7][C:8]1[N:9]([CH3:26])[C:10](=[O:25])[C:11]([CH3:24])([CH3:23])[C@:12]([C:15]2[CH:20]=[C:19](Br)[CH:18]=[CH:17][C:16]=2[F:22])([CH3:14])[N:13]=1)(C)(C)C.[F:28][C:29]1[CH:34]=[CH:33][C:32]([NH2:35])=[C:31]([O:36][CH3:37])[CH:30]=1>>[NH2:7][C:8]1[N:9]([CH3:26])[C:10](=[O:25])[C:11]([CH3:23])([CH3:24])[C@:12]([C:15]2[CH:20]=[C:19]([NH:35][C:32]3[CH:33]=[CH:34][C:29]([F:28])=[CH:30][C:31]=3[O:36][CH3:37])[CH:18]=[CH:17][C:16]=2[F:22])([CH3:14])[N:13]=1. Reported procedure: The coupling of [(S)-4-(5-bromo-2-fluoro-phenyl)-1,4,5,5-tetramethyl-6-oxo-1,4,5,6-tetrahydro-pyrimidin-2-yl]-carbamic acid tert-butyl ester (intermediate E8) and 4-fluoro-2-methoxyphenylamine according to procedure A followed by deprotection yielded the title compound as a white solid. MS (ESI): m/z=403.4 [M+H]+. The reactants are ClC1=NC2=C(N1)C=C(C=C2C2=CC(=C(C(=C2)F)F)F)C(F)(F)F (2-Chloro-6-(trifluoromethyl)-4-(3,4,5-trifluorophenyl)-1H-benzoimidazole), BrC=1C(=NC=CC1)N1[C@@H](CNCC1)C ((2R)-1-(3-bromopyridin-2-yl)-2-methylpiperazine). Product: BrC=1C(=NC=CC1)N1[C@@H](CN(CC1)C1=NC2=C(N1)C(=CC(=C2)C(F)(F)F)C2=CC(=C(C(=C2)F)F)F)C (2-[(3R)-4-(3-Bromopyridin-2-yl)-3-methylpiperazin-1-yl]-5-(trifluoromethyl)-7-(3,4,5-trifluorophenyl)-1H-benzoimidazole). Reaction SMILES: Cl[C:2]1[NH:6][C:5]2[CH:7]=[C:8]([C:20]([F:23])([F:22])[F:21])[CH:9]=[C:10]([C:11]3[CH:16]=[C:15]([F:17])[C:14]([F:18])=[C:13]([F:19])[CH:12]=3)[C:4]=2[N:3]=1.[Br:24][C:25]1[C:26]([N:31]2[CH2:36][CH2:35][NH:34][CH2:33][C@H:32]2[CH3:37])=[N:27][CH:28]=[CH:29][CH:30]=1>>[Br:24][C:25]1[C:26]([N:31]2[CH2:36][CH2:35][N:34]([C:2]3[NH:3][C:4]4[C:10]([C:11]5[CH:16]=[C:15]([F:17])[C:14]([F:18])=[C:13]([F:19])[CH:12]=5)=[CH:9][C:8]([C:20]([F:23])([F:22])[F:21])=[CH:7][C:5]=4[N:6]=3)[CH2:33][C@H:32]2[CH3:37])=[N:27][CH:28]=[CH:29][CH:30]=1. Procedure: The benzoimidazole from step (b) above (105 mg, 0.3 mmol) reacted with (2R)-1-(3-bromopyridin-2-yl)-2-methylpiperazine (77 mg, 0.3 mmol, Example 43a) under the conditions of Example 3c to give the title compound as a white amorphous solid. MS (ESI, pos. ion) m/z: 570 (M+1). The reactants are CCN(C(C)C)C(C)C (DIPEA), CS(=O)(=O)Cl (methanesulfonyl chloride), I.BrC=1C=C2N(N=CC(=C2NC2CNCC2(C)C)C(=O)N)C1 (6-bromo-4-((4,4-dimethylpyrrolidin-3-yl)amino)pyrrolo[1,2-b]pyridazine-3-carboxamide hydroiodide). Solvent: C(Cl)Cl (DCM). Conditions: time 8 hour. Yields the product BrC=1C=C2N(N=CC(=C2NC2CN(CC2(C)C)S(=O)(=O)C)C(=O)N)C1 ((+/−)-6-bromo-4-(4,4-dimethyl-1-(methylsulfonyl)pyrrolidin-3-ylamino)pyrrolo[1,2-b]pyridazine-3-carboxamide). The yield is 85.5%. Reaction SMILES: I.[Br:2][C:3]1[CH:4]=[C:5]2[C:10]([NH:11][CH:12]3[C:16]([CH3:18])([CH3:17])[CH2:15][NH:14][CH2:13]3)=[C:9]([C:19]([NH2:21])=[O:20])[CH:8]=[N:7][N:6]2[CH:22]=1.CCN(C(C)C)C(C)C.[CH3:32][S:33](Cl)(=[O:35])=[O:34]>C(Cl)Cl>[Br:2][C:3]1[CH:4]=[C:5]2[C:10]([NH:11][CH:12]3[C:16]([CH3:17])([CH3:18])[CH2:15][N:14]([S:33]([CH3:32])(=[O:35])=[O:34])[CH2:13]3)=[C:9]([C:19]([NH2:21])=[O:20])[CH:8]=[N:7][N:6]2[CH:22]=1 |f:0.1|. Procedure details: A suspension of 6-bromo-4-((4,4-dimethylpyrrolidin-3-yl)amino)pyrrolo[1,2-b]pyridazine-3-carboxamide hydroiodide (97 mg, 0.25 mmol) in DCM (3 mL), was added DIPEA (0.16 mL, 0.87 mmol) and methanesulfonyl chloride (0.04 mL, 0.5 mmol). The mixture was stirred at rt overnight. The reaction was quenched with water, extracted by dichloromethane, washed with hydrochloride (0.5N), aq. sodium bicarbonate and brine. The organic layer was dried over sodium sulfate and concentrated. The residue was tritura... Reactants: BrC1=CC=C(C=C1)CC(=O)O (4-bromophenylacetic acid), (±)-trans-[2-(4-morpholinyl)]cyclohexanol, C(Cl)(Cl)Cl (chloroform), C(Cl)(Cl)Cl (chloroform). Yields the product BrC1=CC=C(C=C1)CC(=O)Cl (4-Bromophenylacetyl chloride). As a reaction SMILES: [Br:1][C:2]1[CH:7]=[CH:6][C:5]([CH2:8][C:9]([OH:11])=O)=[CH:4][CH:3]=1.C(Cl)(Cl)[Cl:13]>>[Br:1][C:2]1[CH:7]=[CH:6][C:5]([CH2:8][C:9]([Cl:13])=[O:11])=[CH:4][CH:3]=1. Procedure: 4-Bromophenylacetyl chloride is prepared according to the method described in Example 8 using 4-bromophenylacetic acid (2.75 g, 12.8 mmol) to give an oil which is dissolved in chloroform (10 mL). This solution is refluxed for 19 hours with a solution of (±)-trans-[2-(4-morpholinyl)]cyclohexanol (2.25 g, 12.2 mmol) in chloroform (10 mL) under nitrogen. The solvent is removed in vacuo, and the residue is treated as in Example 13 to give the crude free ester, which is then dissolved in 1M hydrochlo...